From a dataset of the Open Reaction Database (ORD), a public repository of structured organic reaction records. describe an organic reaction: reactants, conditions, products, and yield The reactants are OC=1C=C(C=CC1)NC(=O)N (1-(3-hydroxyphenyl)urea), BrCCCCl (1-bromo-3-chloropropane), C([O-])([O-])=O.[K+].[K+] (potassium carbonate). Solvent: CC(=O)C (acetone). Run at time 20 hour. The product is ClCCCOC=1C=C(C=CC1)NC(=O)N (N-[3-(3-Chloropropoxy)phenyl]urea). Yield: 83.1%. RXN SMILES: [OH:1][C:2]1[CH:3]=[C:4]([NH:8][C:9]([NH2:11])=[O:10])[CH:5]=[CH:6][CH:7]=1.Br[CH2:13][CH2:14][CH2:15][Cl:16].C(=O)([O-])[O-].[K+].[K+]>CC(C)=O>[Cl:16][CH2:15][CH2:14][CH2:13][O:1][C:2]1[CH:3]=[C:4]([NH:8][C:9]([NH2:11])=[O:10])[CH:5]=[CH:6][CH:7]=1 |f:2.3.4|. Procedure: A mixture of 45.6 g (0.3 mole) of 1-(3-hydroxyphenyl)urea, 94.5 g (0.6 mole) of 1-bromo-3-chloropropane, 124.4 g (0.9 mole) of anhydrous potassium carbonate and 1 liter of acetone was heated at reflux with mechanical stirring for 20 hr. The mixture was concentrated and the residue was slurried with 1.5 liters of water. The mixture was filtered and the filter cake was recrystallized from isopropanol to yield 57.0 g (83%) of off-white solid, m.p. 141°-143° C.